Dataset: the Open Reaction Database (ORD), a public repository of structured organic reaction records. Task: describe an organic reaction: reactants, conditions, products, and yield Reactants: ClC=1C=C(C(=O)NC=2C(=NC=C(C2)Cl)Cl)C=CC1 (3-chloro-N-(2,5-dichloro-pyridin-3-yl)-benzamide), N1CCC(CC1)CCO (4-piperidine ethanol). Run in C(C)#N (acetonitrile). Run at temperature 180 celsius. Product: ClC=1C=C(C(=O)NC=2C(=NC=C(C2)Cl)N2CCC(CC2)CCO)C=CC1 (3-chloro-N-[5′-chloro-4-(2-hydroxy-ethyl)-3,4,5,6-tetrahydro-2H-[1,2′]bipyridinyl-3′-yl]-benzamide). The yield is 99.9%. RXN SMILES: [Cl:1][C:2]1[CH:3]=[C:4]([CH:16]=[CH:17][CH:18]=1)[C:5]([NH:7][C:8]1[C:9](Cl)=[N:10][CH:11]=[C:12]([Cl:14])[CH:13]=1)=[O:6].[NH:19]1[CH2:24][CH2:23][CH:22]([CH2:25][CH2:26][OH:27])[CH2:21][CH2:20]1>C(#N)C>[Cl:1][C:2]1[CH:3]=[C:4]([CH:16]=[CH:17][CH:18]=1)[C:5]([NH:7][C:8]1[C:9]([N:19]2[CH2:24][CH2:23][CH:22]([CH2:25][CH2:26][OH:27])[CH2:21][CH2:20]2)=[N:10][CH:11]=[C:12]([Cl:14])[CH:13]=1)=[O:6]. Procedure details: A mixture of 1.06 g (5.00 mmol) of 3-chloro-N-(2,5-dichloro-pyridin-3-yl)-benzamide and 0.646 g (5.00 mmol) of 4-piperidine ethanol in acetonitrile (25 mL) is heated in a microwave reactor at 180° C. for 4 hours. Upon standing at room temperature a solid precipitates from solution. The solid is collected by filtration, washed with cold acetonitrile, and dried on the filter pad to provide 1.97 g (76%) of 3-chloro-N-[5′-chloro-4-(2-hydroxy-ethyl)-3,4,5,6-tetrahydro-2H-[1,2′]bipyridinyl-3′-yl]-benz... Reactants: C(CCCCCCCCCCCCCCC)OCC(COC(C1=CC=CC=C1)(C1=CC=CC=C1)C1=CC=CC=C1)COS(=O)(=O)C (1-Hexadecyloxy-2-methanesulfonyloxymethyl-3-triphenylmethoxypropane), [F-].C(CCC)[N+](CCCC)(CCCC)CCCC (tetrabutylammonium fluoride). Run in CN(C=O)C (N,N-dimethylformamide). Run at time 18 hour. The product is C(CCCCCCCCCCCCCCC)OCC(COC(C1=CC=CC=C1)(C1=CC=CC=C1)C1=CC=CC=C1)CF (1-Hexadecyloxy-2-fluoromethyl-3-triphenylmethoxypropan). Yield: 89.1%. RXN SMILES: [CH2:1]([O:17][CH2:18][CH:19]([CH2:41]OS(C)(=O)=O)[CH2:20][O:21][C:22]([C:35]1[CH:40]=[CH:39][CH:38]=[CH:37][CH:36]=1)([C:29]1[CH:34]=[CH:33][CH:32]=[CH:31][CH:30]=1)[C:23]1[CH:28]=[CH:27][CH:26]=[CH:25][CH:24]=1)[CH2:2][CH2:3][CH2:4][CH2:5][CH2:6][CH2:7][CH2:8][CH2:9][CH2:10][CH2:11][CH2:12][CH2:13][CH2:14][CH2:15][CH3:16].[F-:47].C([N+](CCCC)(CCCC)CCCC)CCC>CN(C)C=O>[CH2:1]([O:17][CH2:18][CH:19]([CH2:41][F:47])[CH2:20][O:21][C:22]([C:35]1[CH:40]=[CH:39][CH:38]=[CH:37][CH:36]=1)([C:29]1[CH:34]=[CH:33][CH:32]=[CH:31][CH:30]=1)[C:23]1[CH:28]=[CH:27][CH:26]=[CH:25][CH:24]=1)[CH2:2][CH2:3][CH2:4][CH2:5][CH2:6][CH2:7][CH2:8][CH2:9][CH2:10][CH2:11][CH2:12][CH2:13][CH2:14][CH2:15][CH3:16] |f:1.2|. Reported procedure: A solution of 9 (1.10 g, 1.70 mmol) and tetrabutylammonium fluoride (2.00 g, 7.60 mmol) in dry N,N-dimethylformamide was stirred under N2 at 60°. After 18 hours, the solution was concentrated and the residue was partitioned between hexane and water. The hexane layer was washed 3 times with water, dried over Na2SO4 and concentrated. Chromatography on silica gel using hexane-CH2Cl2 (1:1, v/v) afforded 0.871 g (87%) of the title compound (10) as a colorless wax, m.p. 32°. NMR (CDCl3, --(CH3)4Si); δ... Conditions: temperature 90 celsius. Product: FC=1C=C(C#N)C=C(C1CO)F (3,5-difluoro-4-(hydroxymethyl)benzonitrile). Reported procedure: A mixture of (4-bromo-2,6-difluorophenyl)methanol (1.12 g, 5.0 mmol), Pd(PPh3)4 (323 mg, 0.28 mmol) and zinc cyanide (587 mg, 5.0 mmol) was prepared in DMF (7 mL) under nitrogen atmosphere and heated at 90° C. for 18 hours. The mixture was diluted with DCM and water. The organic phase was passed through a hydrophobic frit and the solvent evaporated in vacuo. The residue was purified by flash chromatography (silica, iso-hexane/EtOAc) to afford the title compound. 1H NMR (CDCl3, 400 MHz) δ 7.28-7.... Starting materials: BrC1=CC(=C(C(=C1)F)CO)F ((4-bromo-2,6-difluorophenyl)methanol), CN(C)C=O (DMF). The reagents and catalysts are C=1C=CC(=CC1)[P](C=2C=CC=CC2)(C=3C=CC=CC3)[Pd]([P](C=4C=CC=CC4)(C=5C=CC=CC5)C=6C=CC=CC6)([P](C=7C=CC=CC7)(C=8C=CC=CC8)C=9C=CC=CC9)[P](C=1C=CC=CC1)(C=1C=CC=CC1)C=1C=CC=CC1 (Pd(PPh3)4), [C-]#N.[Zn+2].[C-]#N (zinc cyanide). RXN SMILES: Br[C:2]1[CH:7]=[C:6]([F:8])[C:5]([CH2:9][OH:10])=[C:4]([F:11])[CH:3]=1.[CH3:12][N:13](C=O)C>C(Cl)Cl.O.C1C=CC([P]([Pd]([P](C2C=CC=CC=2)(C2C=CC=CC=2)C2C=CC=CC=2)([P](C2C=CC=CC=2)(C2C=CC=CC=2)C2C=CC=CC=2)[P](C2C=CC=CC=2)(C2C=CC=CC=2)C2C=CC=CC=2)(C2C=CC=CC=2)C2C=CC=CC=2)=CC=1.[C-]#N.[Zn+2].[C-]#N>[F:11][C:4]1[CH:3]=[C:2]([CH:7]=[C:6]([F:8])[C:5]=1[CH2:9][OH:10])[C:12]#[N:13] |f:5.6.7,^1:24,26,45,64|. Solvent: C(Cl)Cl (DCM), O (water).